Task: describe an organic reaction: reactants, conditions, products, and yield. Dataset: the Open Reaction Database (ORD), a public repository of structured organic reaction records The reactants are COC(=O)c1ccccc1C=O, CO, CC1(C)Oc2ccc(I)cc2C(N)C1O, [Zn]. Yields the product CC1(C)Oc2ccc(I)cc2C(N2Cc3ccccc3C2=O)C1O. RXN SMILES: [C:16](=[O:17])([O:19][CH3:23])[c:20]1[c:21]([CH:22]=[O:18])[cH:24][cH:25][cH:26][cH:27]1.[CH3:28][OH:29].[NH2:1][CH:2]1[CH:3]([OH:15])[C:4]([CH3:13])([CH3:14])[O:5][c:6]2[c:7]1[cH:8][c:9]([I:12])[cH:10][cH:11]2.[Zn:30]>>[N:1]1([CH:2]2[CH:3]([OH:15])[C:4]([CH3:13])([CH3:14])[O:5][c:6]3[c:7]2[cH:8][c:9]([I:12])[cH:10][cH:11]3)[C:16](=[O:17])[c:20]2[c:21]([cH:24][cH:25][cH:26][cH:27]2)[CH2:22]1. The reactants are COC(=O)C1=C(C2=C(N=CN=C2Cl)S1)C (4-chloro-5-methyl-thieno[2,3-d]pyrimidine-6-carboxylic acid methyl ester), NC1=C(O[C@H]2C[C@H](N(C2)C(=O)OC(C)(C)C)CO)C=C(C=C1)F ((2S,4S)-tert-butyl 4-(2-amino-5-fluorophenoxy)-2-(hydroxymethyl)pyrrolidine-1-carboxylate). The product is COC(=O)C1=C(C2=C(N=CN=C2NC2=C(C=C(C=C2)F)O[C@@H]2CN([C@@H](C2)CO)C(=O)OC(C)(C)C)S1)C (4-[2-((3S,5S)-1-tert-Butoxycarbonyl-5-hydroxymethyl-pyrrolidin-3-yloxy)-4-fluoro-phenylamino]-5-methyl-thieno[2,3-d]pyrimidine-6-carboxylic acid methyl ester). As a reaction SMILES: [CH3:1][O:2][C:3]([C:5]1[S:14][C:8]2[N:9]=[CH:10][N:11]=[C:12](Cl)[C:7]=2[C:6]=1[CH3:15])=[O:4].[NH2:16][C:17]1[CH:37]=[CH:36][C:35]([F:38])=[CH:34][C:18]=1[O:19][C@@H:20]1[CH2:24][N:23]([C:25]([O:27][C:28]([CH3:31])([CH3:30])[CH3:29])=[O:26])[C@H:22]([CH2:32][OH:33])[CH2:21]1>>[CH3:1][O:2][C:3]([C:5]1[S:14][C:8]2[N:9]=[CH:10][N:11]=[C:12]([NH:16][C:17]3[CH:37]=[CH:36][C:35]([F:38])=[CH:34][C:18]=3[O:19][C@H:20]3[CH2:21][C@@H:22]([CH2:32][OH:33])[N:23]([C:25]([O:27][C:28]([CH3:31])([CH3:30])[CH3:29])=[O:26])[CH2:24]3)[C:7]=2[C:6]=1[CH3:15])=[O:4]. Procedure details: Prepared analogously to example 1.1 from 4-chloro-5-methyl-thieno[2,3-d]pyrimidine-6-carboxylic acid methyl ester and (2S,4S)-tert-butyl 4-(2-amino-5-fluorophenoxy)-2-(hydroxymethyl)pyrrolidine-1-carboxylate. Starting materials: CC(C)(C)c1ccc(S)cc1, O=C(Nc1ccc(F)c([N+](=O)[O-])c1)c1cccc(C(F)(F)F)c1, [K+], [K+], O=C([O-])[O-], CN(C)C=O, O. The product is CC(C)(C)c1ccc(Sc2ccc(NC(=O)c3cccc(C(F)(F)F)c3)cc2[N+](=O)[O-])cc1. Reaction SMILES: [C:30]([CH3:31])([CH3:32])([CH3:33])[c:34]1[cH:35][cH:36][c:37]([SH:40])[cH:38][cH:39]1.[F:1][c:2]1[c:3]([N+:21](=[O:22])[O-:23])[cH:4][c:5]([NH:8][C:9]([c:10]2[cH:11][c:12]([C:16]([F:17])([F:18])[F:19])[cH:13][cH:14][cH:15]2)=[O:20])[cH:6][cH:7]1.[K+:24].[K+:25].[O-:26][C:27]([O-:28])=[O:29].[O:41]=[CH:42][N:43]([CH3:44])[CH3:45].[OH2:46]>>[c:2]1([S:40][c:37]2[cH:36][cH:35][c:34]([C:30]([CH3:31])([CH3:32])[CH3:33])[cH:39][cH:38]2)[c:3]([N+:21](=[O:22])[O-:23])[cH:4][c:5]([NH:8][C:9]([c:10]2[cH:11][c:12]([C:16]([F:17])([F:18])[F:19])[cH:13][cH:14][cH:15]2)=[O:20])[cH:6][cH:7]1. Starting materials: COC(=O)C1=CC2=C(SC(=C2)C(=O)O)C=C1 (benzo[b]thiophene-2,5-dicarboxylic acid 5-methyl ester), C=1C=CC2=C(C1)N=NN2O (HOBt), CCN(C(C)C)C(C)C (DIEA), C(C1=CC=CC=C1)(C1=CC=CC=C1)(C1=CC=CC=C1)ON (O-trityl -hydroxylamine), C(CCl)Cl (EDC). Solvent: C1CCOC1 (THF). The product is COC(=O)C1=CC2=C(SC(=C2)C(NOC(C2=CC=CC=C2)(C2=CC=CC=C2)C2=CC=CC=C2)=O)C=C1 (2-trityloxycarbamoyl-benzo[b]thiophene-5-carboxylic acid methyl ester). As a reaction SMILES: [CH3:1][O:2][C:3]([C:5]1[CH:16]=[CH:15][C:8]2[S:9][C:10]([C:12]([OH:14])=O)=[CH:11][C:7]=2[CH:6]=1)=[O:4].[C:17]([O:36][NH2:37])([C:30]1[CH:35]=[CH:34][CH:33]=[CH:32][CH:31]=1)([C:24]1[CH:29]=[CH:28][CH:27]=[CH:26][CH:25]=1)[C:18]1[CH:23]=[CH:22][CH:21]=[CH:20][CH:19]=1.C(Cl)CCl.C1C=CC2N(O)N=NC=2C=1.CCN(C(C)C)C(C)C>C1COCC1>[CH3:1][O:2][C:3]([C:5]1[CH:16]=[CH:15][C:8]2[S:9][C:10]([C:12](=[O:14])[NH:37][O:36][C:17]([C:18]3[CH:23]=[CH:22][CH:21]=[CH:20][CH:19]=3)([C:30]3[CH:31]=[CH:32][CH:33]=[CH:34][CH:35]=3)[C:24]3[CH:25]=[CH:26][CH:27]=[CH:28][CH:29]=3)=[CH:11][C:7]=2[CH:6]=1)=[O:4]. Procedure: A solution of benzo[b]thiophene-2,5-dicarboxylic acid 5-methyl ester (2.592 g, 10.97 mmol), O-trityl -hydroxylamine (3.020 g, 10.97 mmol), EDC (3.150 g, 16.48 mmol), HOBt (1.482 g, 10.97 mmol) and DIEA (4.80 mL, 27.6 mmol) in anhydrous THF (100 mL) was allowed to stir at rt for one week and then concentrated. To the residue was added MeOH (10 mL) and water (100 mL). The syrup obtained was washed with water (10 mL) and triturated with water (90 mL) to give 2-trityloxycarbamoyl-benzo[b]thiophene-5... Starting materials: CNOC, CCN(C(C)C)C(C)C, ClCCl, Cl, COC(=O)c1nn(-c2ccccc2OC(F)F)cc(OC)c1=O. Product: COc1cn(-c2ccccc2OC(F)F)nc(C(=O)N(C)OC)c1=O. RXN SMILES: [CH3:2][NH:3][O:4][CH3:5].[CH:6]([N:7]([CH2:8][CH3:9])[CH:10]([CH3:11])[CH3:12])([CH3:13])[CH3:14].[Cl:38][CH2:39][Cl:40].[ClH:1].[F:15][CH:16]([O:17][c:18]1[c:19](-[n:24]2[n:25][c:26]([C:33]([O:35][CH3:34])=[O:36])[c:27](=[O:32])[c:28]([O:30][CH3:31])[cH:29]2)[cH:20][cH:21][cH:22][cH:23]1)[F:37]>>[CH3:2][N:3]([O:4][CH3:5])[C:33]([c:26]1[n:25][n:24](-[c:19]2[c:18]([O:17][CH:16]([F:15])[F:37])[cH:23][cH:22][cH:21][cH:20]2)[cH:29][c:28]([O:30][CH3:31])[c:27]1=[O:32])=[O:35]. The reactants are O=C([O-])O, CC(C)N=C=O, Nc1cccc(Oc2ccc3nc(NC(=O)C4CC4)cn3c2)c1, [Na+], c1ccncc1. Yields the product CC(C)NC(=O)Nc1cccc(Oc2ccc3nc(NC(=O)C4CC4)cn3c2)c1. As a reaction SMILES: [C:36](=[O:37])([O-:38])[OH:39].[N:24](=[C:25]=[O:26])[CH:27]([CH3:28])[CH3:29].[NH2:1][c:2]1[cH:3][c:4]([O:5][c:6]2[cH:7][cH:8][c:9]3[n:10]([cH:11]2)[cH:12][c:13]([NH:15][C:16](=[O:17])[CH:18]2[CH2:19][CH2:20]2)[n:14]3)[cH:21][cH:22][cH:23]1.[Na+:40].[cH:30]1[cH:31][cH:32][n:33][cH:34][cH:35]1>>[NH:1]([c:2]1[cH:3][c:4]([O:5][c:6]2[cH:7][cH:8][c:9]3[n:10]([cH:11]2)[cH:12][c:13]([NH:15][C:16](=[O:17])[CH:18]2[CH2:19][CH2:20]2)[n:14]3)[cH:21][cH:22][cH:23]1)[C:25]([NH:24][CH:27]([CH3:28])[CH3:29])=[O:26]. The reactants are O=C([O-])O, CCOC(=O)C(CC1CCOCC1)c1ccc(SC)cn1, CNOC, Cc1ccccc1, C[Al](C)C, Cl, [Na+]. The product is CON(C)C(=O)C(CC1CCOCC1)c1ccc(SC)cn1. As a reaction SMILES: [C:31](=[O:32])([O-:33])[OH:34].[CH3:10][S:11][c:12]1[cH:13][cH:14][c:15]([CH:18]([C:19]([O:21][CH2:20][CH3:22])=[O:23])[CH2:24][CH:25]2[CH2:26][CH2:27][O:28][CH2:29][CH2:30]2)[n:16][cH:17]1.[CH3:2][O:3][NH:4][CH3:5].[CH3:36][c:37]1[cH:38][cH:39][cH:40][cH:41][cH:42]1.[CH3:6][Al:7]([CH3:8])[CH3:9].[ClH:1].[Na+:35]>>[CH3:2][O:3][N:4]([CH3:5])[C:19]([CH:18]([c:15]1[cH:14][cH:13][c:12]([S:11][CH3:10])[cH:17][n:16]1)[CH2:24][CH:25]1[CH2:26][CH2:27][O:28][CH2:29][CH2:30]1)=[O:21]. The reactants are [N+](=O)([O-])C=1C=C(C(=O)O)C=CC1N1CCN(CC1)C1=C(C=CC=C1)C (3-nitro-4-(4-o-tolyl-piperazin-1-yl)-benzoic acid). Solvent: CCO (EtOH), CO (MeOH). Run at time 4 hour. The product is NC=1C=C(C(=O)O)C=CC1N1CCN(CC1)C1=C(C=CC=C1)C.NC1=CC=CC=C1 (aniline 3-amino-4-(4-o-tolyl-piperazin-1-yl)-benzoic acid). Yield: 143.4%. As a reaction SMILES: [N+:1]([C:4]1[CH:5]=[C:6]([CH:10]=[CH:11][C:12]=1[N:13]1[CH2:18][CH2:17][N:16]([C:19]2[CH:24]=[CH:23][CH:22]=[CH:21][C:20]=2[CH3:25])[CH2:15][CH2:14]1)[C:7]([OH:9])=[O:8])([O-])=O>CCO.CO>[NH2:1][C:4]1[CH:5]=[C:6]([CH:10]=[CH:11][C:12]=1[N:13]1[CH2:14][CH2:15][N:16]([C:19]2[CH:24]=[CH:23][CH:22]=[CH:21][C:20]=2[CH3:25])[CH2:17][CH2:18]1)[C:7]([OH:9])=[O:8].[NH2:1][C:4]1[CH:5]=[CH:6][CH:10]=[CH:11][CH:12]=1 |f:3.4|. Procedure: In a mixture of EtOH (100 mL) and MeOH (100 mL) compound acid 3-nitro-4-(4-o-tolyl-piperazin-1-yl)-benzoic acid (2.0 g, 5.86 mmol) was dissolved and evacuated for 5 min. This was added to a 3-necked flask containing Pd/C (0.2 g of 5 wt %) under nitrogen. The reaction mixture was evacuated and nitrogen purged two times and stirred under a balloon of hydrogen for 4 h. LC-MS indicated the completion of reaction and the contents were evacuated and nitrogen purged and filtered through celite, and con... Run at temperature 60 celsius. The reactants are BrCC(=O)C=1C=C(C=CC1)C1=NC2=C(NC(C1)=O)C=C(C(=C2)N(C)C)Cl (4-(3-bromoacetyl-phenyl)-8-chloro-7-dimethylamino-1,3-dihydro-benzo[b][1,4]diazepin-2-one), C(N)(=N)NC(=S)N (N-amidino-thiourea). As a reaction SMILES: Br[CH2:2][C:3]([C:5]1[CH:6]=[C:7]([C:11]2[CH2:17][C:16](=[O:18])[NH:15][C:14]3[CH:19]=[C:20]([Cl:26])[C:21]([N:23]([CH3:25])[CH3:24])=[CH:22][C:13]=3[N:12]=2)[CH:8]=[CH:9][CH:10]=1)=O.[C:27]([NH:30][C:31]([NH2:33])=[S:32])(=[NH:29])[NH2:28]>C1COCC1.CCOC(C)=O>[Cl:26][C:20]1[C:21]([N:23]([CH3:25])[CH3:24])=[CH:22][C:13]2[N:12]=[C:11]([C:7]3[CH:6]=[C:5]([C:3]4[N:33]=[C:31]([NH:30][C:27]([NH2:29])=[NH:28])[S:32][CH:2]=4)[CH:10]=[CH:9][CH:8]=3)[CH2:17][C:16](=[O:18])[NH:15][C:14]=2[CH:19]=1. Yields the product ClC1=CC2=C(N=C(CC(N2)=O)C=2C=C(C=CC2)C=2N=C(SC2)NC(=N)N)C=C1N(C)C (N-{4-[3-(7-Chloro-8-dimethylamino-4-oxo-4,5-dihydro-3H-benzo[b][1,4]diazepin-2-yl)-phenyl]-thiazol-2-yl}-guanidine). Isolated yield 16.4%. Run in C1CCOC1 (THF), CCOC(=O)C (AcOEt). Procedure: A mixture of 4-(3-bromoacetyl-phenyl)-8-chloro-7-dimethylamino-1,3-dihydro-benzo[b][1,4]diazepin-2-one (130 mg) (Example 193a) and N-amidino-thiourea (35 mg) in THF (3 mL) was heated at 60° C. for 1 h. The mixture was diluted with AcOEt and washed with sat. NaHCO3 solution and with brine. The organic layer was dried and evaporated and the residue was purified by chromatography on silica gel using AcOEt/MeOH (20:1) as eluent. The purified product was crystallyzed from acetone to give the title co...